Task: describe an organic reaction: reactants, conditions, products, and yield. Dataset: the Open Reaction Database (ORD), a public repository of structured organic reaction records Starting materials: CO, COC(OC)C(=Cc1ccc(Cl)cc1Cl)c1ccc(Cl)cc1, Cl, O. Yields the product O=CC(=Cc1ccc(Cl)cc1Cl)c1ccc(Cl)cc1. As a reaction SMILES: [CH3:1][OH:2].[Cl:4][c:5]1[cH:6][cH:7][c:8]([C:11](=[CH:12][c:13]2[c:14]([Cl:20])[cH:15][c:16]([Cl:19])[cH:17][cH:18]2)[CH:21]([O:22][CH3:25])[O:23][CH3:24])[cH:9][cH:10]1.[ClH:3].[OH2:26]>>[Cl:4][c:5]1[cH:6][cH:7][c:8]([C:11](=[CH:12][c:13]2[c:14]([Cl:20])[cH:15][c:16]([Cl:19])[cH:17][cH:18]2)[CH:21]=[O:22])[cH:9][cH:10]1.